Dataset: the Open Reaction Database (ORD), a public repository of structured organic reaction records. Task: describe an organic reaction: reactants, conditions, products, and yield Reactants: ClC=1C=CC2=C(C(CCCN2C(C2=CN=C(C=C2)NC(C2=C(C=CC=C2)Cl)=O)=O)CCO)C1 (7-chloro-5-(2-hydroxyethyl)-1-[6-(2-chlorobenzoylamino)nicotinoyl]-2,3,4,5-tetrahydro-1H-benzazepine), C(C)(=O)OC(C)=O (acetic anhydride), O (water). Run in N1=CC=CC=C1 (pyridine). Run at temperature 80 celsius, time 2 hour. Yields the product ClC=1C=CC2=C(C(CCCN2C(C2=CN=C(C=C2)NC(C2=C(C=CC=C2)Cl)=O)=O)CCOC(C)=O)C1 (7-chloro-5-(2-acetyloxyethyl)-1-[6-(2-chlorobenzoylamino )nicotinoyl]-2,3,4,5-tetrahydro-1H-benzazepine). RXN SMILES: [Cl:1][C:2]1[CH:3]=[CH:4][C:5]2[N:11]([C:12](=[O:29])[C:13]3[CH:18]=[CH:17][C:16]([NH:19][C:20](=[O:28])[C:21]4[CH:26]=[CH:25][CH:24]=[CH:23][C:22]=4[Cl:27])=[N:15][CH:14]=3)[CH2:10][CH2:9][CH2:8][CH:7]([CH2:30][CH2:31][OH:32])[C:6]=2[CH:33]=1.[C:34](OC(=O)C)(=[O:36])[CH3:35].O>N1C=CC=CC=1>[Cl:1][C:2]1[CH:3]=[CH:4][C:5]2[N:11]([C:12](=[O:29])[C:13]3[CH:18]=[CH:17][C:16]([NH:19][C:20](=[O:28])[C:21]4[CH:26]=[CH:25][CH:24]=[CH:23][C:22]=4[Cl:27])=[N:15][CH:14]=3)[CH2:10][CH2:9][CH2:8][CH:7]([CH2:30][CH2:31][O:32][C:34](=[O:36])[CH3:35])[C:6]=2[CH:33]=1. Procedure details: To a solution of 7-chloro-5-(2-hydroxyethyl)-1-[6-(2-chlorobenzoylamino)nicotinoyl]-2,3,4,5-tetrahydro-1H-benzazepine (0.3 g) in pyridine (6 ml) is added acetic anhydride (0.09 ml), and the mixture is stirred at 80° C. for 2 hours. The reaction solution is poured into water, and extracted with ethyl acetate. The extract is washed successively with diluted hydrochloric acid, water and aqueous sodium hydrogen carbonate solution, dried over magnesium sulfate, and evaporated under reduced pressure t... Reactants: CCBr, CN(C)C=O, CN1CCC(c2n[nH]c3ccccc23)CC1, [H-], [Na+], O. Product: Br, CCn1nc(C2CCN(C)CC2)c2ccccc21. RXN SMILES: [CH2:19]([CH3:20])[Br:21].[CH3:23][N:24]([CH3:25])[CH:26]=[O:27].[CH3:3][N:4]1[CH2:5][CH2:6][CH:7]([c:10]2[n:11][nH:12][c:13]3[cH:14][cH:15][cH:16][cH:17][c:18]23)[CH2:8][CH2:9]1.[H-:1].[Na+:2].[OH2:22]>>[BrH:21].[CH3:3][N:4]1[CH2:5][CH2:6][CH:7]([c:10]2[n:11][n:12]([CH2:19][CH3:20])[c:13]3[cH:14][cH:15][cH:16][cH:17][c:18]23)[CH2:8][CH2:9]1. The reactants are N1=CC=C(C=C1)CC#N (4-pyridylacetonitrile), ClCCN(C(=O)OC(C)(C)C)CCCl (2-chloro-N-(2-chloroethyl)-N-tert-butoxycarbonyl-ethanamine). The product is C(C)(C)(C)OC(=O)N1CCC(CC1)(C1=CC=NC=C1)C#N (1-tert-butoxycarbonyl-4-cyano-4-(pyridin-4-yl)-piperidine). Reaction SMILES: [N:1]1[CH:6]=[CH:5][C:4]([CH2:7][C:8]#[N:9])=[CH:3][CH:2]=1.Cl[CH2:11][CH2:12][N:13]([CH2:21][CH2:22]Cl)[C:14]([O:16][C:17]([CH3:20])([CH3:19])[CH3:18])=[O:15]>>[C:17]([O:16][C:14]([N:13]1[CH2:21][CH2:22][C:7]([C:8]#[N:9])([C:4]2[CH:5]=[CH:6][N:1]=[CH:2][CH:3]=2)[CH2:11][CH2:12]1)=[O:15])([CH3:20])([CH3:19])[CH3:18]. Procedure details: Prepare by the method of example 30.2 using 4-pyridylacetonitrile (10 mmol) and 2-chloro-N-(2-chloroethyl)-N-tert-butoxycarbonyl-ethanamine (11 mmol). Purify to give the title compound. The reactants are CCN, CC#N, O=C(CCl)N1CCOc2cc([N+](=O)[O-])ccc21, Cl, [K+], [K+], O=C([O-])[O-]. The product is CCNCC(=O)N1CCOc2cc([N+](=O)[O-])ccc21. RXN SMILES: [CH2:25]([CH3:26])[NH2:27].[CH3:28][C:29]#[N:30].[Cl:1][CH2:2][C:3](=[O:4])[N:5]1[c:6]2[c:7]([cH:11][c:12]([N+:15](=[O:16])[O-:17])[cH:13][cH:14]2)[O:8][CH2:9][CH2:10]1.[ClH:24].[K+:18].[K+:19].[O-:20][C:21]([O-:22])=[O:23]>>[CH2:2]([C:3](=[O:4])[N:5]1[c:6]2[c:7]([cH:11][c:12]([N+:15](=[O:16])[O-:17])[cH:13][cH:14]2)[O:8][CH2:9][CH2:10]1)[NH:27][CH2:25][CH3:26]. Starting materials: C[SiH](C)OC(C1OCC2OC2C1O)C(C)(C)C, COc1cccc(N)c1, CN(C)C=O. Yields the product COc1cccc(NC2COC(C(O[SiH](C)C)C(C)(C)C)C(O)C2O)c1. As a reaction SMILES: [C:1]([CH3:2])([CH3:3])([CH3:4])[CH:5]([CH:6]1[O:7][CH2:8][CH:9]2[O:10][CH:11]2[CH:12]1[OH:13])[O:14][SiH:15]([CH3:16])[CH3:17].[CH3:18][O:19][c:20]1[cH:21][c:22]([NH2:26])[cH:23][cH:24][cH:25]1.[O:27]=[CH:28][N:29]([CH3:30])[CH3:31]>>[C:1]([CH3:2])([CH3:3])([CH3:4])[CH:5]([CH:6]1[O:7][CH2:8][CH:9]([NH:26][c:22]2[cH:21][c:20]([O:19][CH3:18])[cH:25][cH:24][cH:23]2)[CH:11]([OH:10])[CH:12]1[OH:13])[O:14][SiH:15]([CH3:16])[CH3:17]. Reactants: Cc1ccnc(Br)c1, COCCOC, CCOC(C)=O, O=Cc1ccc(B(O)O)cc1, [Na+], [Na+], O=C([O-])[O-], [Pd], c1ccc(P(c2ccccc2)c2ccccc2)cc1, c1ccc(P(c2ccccc2)c2ccccc2)cc1, c1ccc(P(c2ccccc2)c2ccccc2)cc1, c1ccc(P(c2ccccc2)c2ccccc2)cc1. The product is Cc1ccnc(-c2ccc(C=O)cc2)c1. As a reaction SMILES: [Br:1][c:2]1[n:3][cH:4][cH:5][c:6]([CH3:8])[cH:7]1.[CH3:26][O:27][CH2:28][CH2:29][O:30][CH3:31].[CH3:32][CH2:33][O:34][C:35](=[O:36])[CH3:37].[CH:9](=[O:10])[c:11]1[cH:12][cH:13][c:14]([B:17]([OH:18])[OH:19])[cH:15][cH:16]1.[Na+:20].[Na+:21].[O-:22][C:23](=[O:24])[O-:25].[Pd:38].[c:39]1([P:40]([c:41]2[cH:42][cH:43][cH:44][cH:45][cH:46]2)[c:47]2[cH:48][cH:49][cH:50][cH:51][cH:52]2)[cH:53][cH:54][cH:55][cH:56][cH:57]1.[c:58]1([P:59]([c:60]2[cH:61][cH:62][cH:63][cH:64][cH:65]2)[c:66]2[cH:67][cH:68][cH:69][cH:70][cH:71]2)[cH:72][cH:73][cH:74][cH:75][cH:76]1.[c:77]1([P:78]([c:79]2[cH:80][cH:81][cH:82][cH:83][cH:84]2)[c:85]2[cH:86][cH:87][cH:88][cH:89][cH:90]2)[cH:91][cH:92][cH:93][cH:94][cH:95]1.[c:96]1([P:97]([c:98]2[cH:99][cH:100][cH:101][cH:102][cH:103]2)[c:104]2[cH:105][cH:106][cH:107][cH:108][cH:109]2)[cH:110][cH:111][cH:112][cH:113][cH:114]1>>[c:2]1(-[c:14]2[cH:13][cH:12][c:11]([CH:9]=[O:10])[cH:16][cH:15]2)[n:3][cH:4][cH:5][c:6]([CH3:8])[cH:7]1.